This data is from the Open Reaction Database (ORD), a public repository of structured organic reaction records. The task is: describe an organic reaction: reactants, conditions, products, and yield Reactants: CCI, CN(C)C=O, O=C1NC(c2ccccc2)c2cc(Cl)ccc2N1CC1CC1, [H-], [Na+]. Product: CCN1C(=O)N(CC2CC2)c2ccc(Cl)cc2C1c1ccccc1. RXN SMILES: [CH2:25]([CH3:26])[I:27].[CH3:28][N:29]([CH3:30])[CH:31]=[O:32].[CH:1]1([CH2:4][N:5]2[C:6](=[O:22])[NH:7][CH:8]([c:16]3[cH:17][cH:18][cH:19][cH:20][cH:21]3)[c:9]3[cH:10][c:11]([Cl:15])[cH:12][cH:13][c:14]32)[CH2:2][CH2:3]1.[H-:23].[Na+:24]>>[CH:1]1([CH2:4][N:5]2[C:6](=[O:22])[N:7]([CH2:25][CH3:26])[CH:8]([c:16]3[cH:17][cH:18][cH:19][cH:20][cH:21]3)[c:9]3[cH:10][c:11]([Cl:15])[cH:12][cH:13][c:14]32)[CH2:2][CH2:3]1. Starting materials: [OH-].[Na+] (NaOH), COC(=O)[C@@H]1CC[C@H](CC1)N(C)C(=O)OC1=CC=C(C=C1)Cl (trans-4-[(4-chloro-phenoxycarbonyl)-methyl-amino]-cyclohexanecarboxylic acid methyl ester), OS(=O)(=O)[O-].[K+].CCOCC (KHSO4 Et2O). The solvent is O1CCOCC1 (dioxane). Reaction conditions: time 3 hour. Product: ClC1=CC=C(OC(=O)N([C@@H]2CC[C@H](CC2)C(=O)O)C)C=C1 (trans-4-[(4-chloro-phenoxycarbonyl)-methyl-amino]-cyclohexanecarboxylic acid). Isolated yield 92.3%. Reaction SMILES: C[O:2][C:3]([C@H:5]1[CH2:10][CH2:9][C@H:8]([N:11]([C:13]([O:15][C:16]2[CH:21]=[CH:20][C:19]([Cl:22])=[CH:18][CH:17]=2)=[O:14])[CH3:12])[CH2:7][CH2:6]1)=[O:4].[OH-].[Na+].OS([O-])(=O)=O.[K+].CCOCC>O1CCOCC1>[Cl:22][C:19]1[CH:18]=[CH:17][C:16]([O:15][C:13]([N:11]([CH3:12])[C@H:8]2[CH2:7][CH2:6][C@H:5]([C:3]([OH:4])=[O:2])[CH2:10][CH2:9]2)=[O:14])=[CH:21][CH:20]=1 |f:1.2,3.4.5|. Procedure: A solution of 1.1 g (3.37 mmol) of trans-4-[(4-chloro-phenoxycarbonyl)-methyl-amino]-cyclohexanecarboxylic acid methyl ester was dissolved in 25 mL of dioxane and treated at 0° C. with 6.7 mL (6.70 mmol, 2 eq) of aqueous 1M NaOH. After 3 h at RT, the reaction was poured into aqueous 10% KHSO4/Et2O (3×). The organic phases were washed with aqueous 10% NaCl solution and dried over Na2SO4 to give 0.97 g (92%) of trans-4-[(4-chloro-phenoxycarbonyl)-methyl-amino]-cyclohexanecarboxylic acid, MS: 310 (... The reactants are [OH-].[Na+] (NaOH), C(C)(=O)C1=CC=CC=C1 (acetophenone), FC1=CC=C(C=O)C=C1 (p-fluorobenzaldehyde), OS(=O)(=O)O (H2SO4). Solvent: CC(=O)O (HOAc), O (H2O). Conditions: time 2 day. The product is FC1=CC=C(C=C1)C=CC(=O)C1=CC=CC=C1 (3-(4-Fluorophenyl)-1-phenyl-2-propen-1-one). Yield: 60.1%. As a reaction SMILES: [C:1]([C:4]1[CH:9]=[CH:8][CH:7]=[CH:6][CH:5]=1)(=[O:3])[CH3:2].[F:10][C:11]1[CH:18]=[CH:17][C:14]([CH:15]=O)=[CH:13][CH:12]=1.OS(O)(=O)=O.[OH-].[Na+]>CC(O)=O.O>[F:10][C:11]1[CH:18]=[CH:17][C:14]([CH:15]=[CH:2][C:1]([C:4]2[CH:9]=[CH:8][CH:7]=[CH:6][CH:5]=2)=[O:3])=[CH:13][CH:12]=1 |f:3.4|. Reported procedure: A mixture of acetophenone (7.02 gm, 58.4 mmol), p-fluorobenzaldehyde (7.24 gm, 58.4 mmol) and concentrated H2SO4 (10 ml) in glacial HOAc (116 ml) was stirred at room temperature for 2 days. The solution was poured into H2O (250 ml) and neutralized with 10% NaOH (200 ml). The aqueous layer was extracted once with Et2O and the Et2O layer was washed successively with H2O, saturated NaHCO3 (twice) and brine, then dried (magnesium sulfate). Filtration and removal of the solvent afforded a yellow soli... Starting materials: C(C)(C)(C)OC(=O)N[C@H]1CCSC2=C(C(=CC=C12)C(=O)O)C ((S)-4-(tert-butoxycarbonylamino)-8-methylthiochromane-7-carboxylic acid), NC1=CC=NC=C1 (4-aminopyridine), [I-].ClC1=[N+](C=CC=C1)C (2-chloro-1-methylpyridinium iodide). The product is C(C)(C)(C)OC(=O)N[C@H]1CCSC2=C(C(=CC=C12)C(=O)NC1=CC=NC=C1)C ((S)-4-(tert-butoxycarbonylamino)-8-methyl-N-(4-pyridyl)thiochromane-7-carboxamide). Isolated yield 75.3%. Reported procedure: By a similar reaction operation as in Starting Material Synthetic Example 53 using (S)-4-(tert-butoxycarbonylamino)-8-methylthiochromane-7-carboxylic acid (2.00 g), 4-aminopyridine (582 mg) and 2-chloro-1-methylpyridinium iodide (2.37 g), the objective (S)-4-(tert-butoxycarbonylamino)-8-methyl-N-(4-pyridyl)thiochromane-7-carboxamide (1.86 g) was obtained as colorless crystals. As a reaction SMILES: [C:1]([O:5][C:6]([NH:8][C@@H:9]1[C:18]2[C:13](=[C:14]([CH3:22])[C:15]([C:19]([OH:21])=O)=[CH:16][CH:17]=2)[S:12][CH2:11][CH2:10]1)=[O:7])([CH3:4])([CH3:3])[CH3:2].[NH2:23][C:24]1[CH:29]=[CH:28][N:27]=[CH:26][CH:25]=1.[I-].ClC1C=CC=C[N+]=1C>>[C:1]([O:5][C:6]([NH:8][C@@H:9]1[C:18]2[C:13](=[C:14]([CH3:22])[C:15]([C:19]([NH:23][C:24]3[CH:29]=[CH:28][N:27]=[CH:26][CH:25]=3)=[O:21])=[CH:16][CH:17]=2)[S:12][CH2:11][CH2:10]1)=[O:7])([CH3:4])([CH3:3])[CH3:2] |f:2.3|. The reactants are CC(O)CN1CCNCC1, ClCCCCCOC1CCCCO1, c1ccccc1. The product is CC(O)CN1CCN(CCCCCOC2CCCCO2)CC1. Reaction SMILES: [CH3:1][CH:2]([CH2:3][N:4]1[CH2:5][CH2:6][NH:7][CH2:8][CH2:9]1)[OH:10].[O:11]1[CH:12]([O:17][CH2:18][CH2:19][CH2:20][CH2:21][CH2:22][Cl:23])[CH2:13][CH2:14][CH2:15][CH2:16]1.[cH:24]1[cH:25][cH:26][cH:27][cH:28][cH:29]1>>[CH3:1][CH:2]([CH2:3][N:4]1[CH2:5][CH2:6][N:7]([CH2:22][CH2:21][CH2:20][CH2:19][CH2:18][O:17][CH:12]2[O:11][CH2:16][CH2:15][CH2:14][CH2:13]2)[CH2:8][CH2:9]1)[OH:10]. The reactants are C1CCCCCCCC(=O)OCCCCCCC1 (cyclohexadecanolide), C(O)CN (ethanolamine), O1C(CCCC1)OCCCCCCCCCCCCCCCC(=O)OC (methyl 16-(2-tetrahydropyranyloxy)hexadecanate), N(CCO)CCO (diethanolamine). Yields the product OCCNCCCCCCCCCCCCCCCCOC1OCCCC1 (16-(2-hydroxyethylamino)-1-(2-tetrahydropyranyloxy)hexadecane). RXN SMILES: [CH2:1]([CH2:3][NH2:4])[OH:2].[O:5]1[CH2:10][CH2:9][CH2:8][CH2:7][CH:6]1[O:11][CH2:12][CH2:13][CH2:14][CH2:15][CH2:16][CH2:17][CH2:18][CH2:19][CH2:20][CH2:21][CH2:22][CH2:23][CH2:24][CH2:25][CH2:26][C:27](OC)=O.N(CCO)CCO.C1CCCCCCCOC(=O)CCCCCCC1>>[OH:2][CH2:1][CH2:3][NH:4][CH2:27][CH2:26][CH2:25][CH2:24][CH2:23][CH2:22][CH2:21][CH2:20][CH2:19][CH2:18][CH2:17][CH2:16][CH2:15][CH2:14][CH2:13][CH2:12][O:11][CH:6]1[CH2:7][CH2:8][CH2:9][CH2:10][O:5]1. Procedure: A reaction was conducted in the same manner as in Preparation Example 37 except that ethanolamine and methyl 16-(2-tetrahydropyranyloxy)hexadecanate were used in place of diethanolamine and cyclohexadecanolide, respectively, in Preparation Example 37, thereby obtaining the title compound (IId-4). Yields the product BrC=1C=CC(=NC1)NC(C)C ((5-bromo-pyridin-2-yl)-isopropylamine). Procedure: To a solution of 5-bromo-2-chloropyrimidine (600 mg) in THF (10 mL) was added isopropylamine (5.30 mL) and the reaction heated at 65° C. for 16 h. After cooling to room temperature the mixture was poured into 2 M aqueous HCl (30 mL) and washed with dichloromethane (30 mL). The aqueous layer was made basic with sodium carbonate and the product extracted into dichloromethane (3×20 mL). The organic layers were dried (MgSO4) and reduced in vacuo to give (5-bromo-pyridin-2-yl)-isopropylamine as an of... Run at temperature 65 celsius. As a reaction SMILES: [Br:1][C:2]1[CH:3]=N[C:5](Cl)=[N:6][CH:7]=1.[CH:9]([NH2:12])([CH3:11])[CH3:10].Cl.[CH2:14]1COCC1>>[Br:1][C:2]1[CH:3]=[CH:14][C:5]([NH:12][CH:9]([CH3:11])[CH3:10])=[N:6][CH:7]=1. The reactants are BrC=1C=NC(=NC1)Cl (5-bromo-2-chloropyrimidine), C(C)(C)N (isopropylamine), C1CCOC1 (THF), Cl (HCl).